This data is from the Open Reaction Database (ORD), a public repository of structured organic reaction records. The task is: describe an organic reaction: reactants, conditions, products, and yield The reactants are ON1N=NC2=C1C=CC=C2 (1-hydroxybenzotriazole), OC1=C(C=C(C=C1)C=1C=C(NC(N1)=O)C=1C=C(C=CC1)OCC(=O)O)C (({3-[6-(4-hydroxy-3-methylphenyl)-2-oxo-2,3-dihydropyrimidin-4-yl]phenyl}-oxy)acetic acid), OC1=C(C=C(C=C1)C=1C=C(NC(N1)=O)C=1C=C(C=CC1)OCC(=O)O)C (({3-[6-(4-hydroxy-3-methylphenyl)-2-oxo-2,3-dihydropyrimidin-4-yl]phenyl}-oxy)acetic acid), O1CCN(CC1)CCCN (3-morpholinopropan-1-amine), CCN=C=NCCC[N+](C)(C)C.[I-] (1-[3-(dimethylamino)propyl]-3-ethylcarbodiimide methiodide). Solvent: ClC(C)Cl (dichloroethane), CN(C=O)C (N,N-dimethylformamide). Run at time 15 hour. The product is OC1=C(C=C(C=C1)C=1C=C(NC(N1)=O)C=1C=C(C=CC1)OCC(=O)NCCCN1CCOCC1)C (2-({3-[6-(4-hydroxy-3-methylphenyl)-2-oxo-2,3-dihydropyrimidin-4-yl]phenyl}oxy)-N-(3-morpholin-4-ylpropyl)acetamide). Isolated yield 20.9%. As a reaction SMILES: [OH:1][C:2]1[CH:7]=[CH:6][C:5]([C:8]2[CH:9]=[C:10]([C:15]3[CH:16]=[C:17]([O:21][CH2:22][C:23](O)=[O:24])[CH:18]=[CH:19][CH:20]=3)[NH:11][C:12](=[O:14])[N:13]=2)=[CH:4][C:3]=1[CH3:26].[O:27]1[CH2:32][CH2:31][N:30]([CH2:33][CH2:34][CH2:35][NH2:36])[CH2:29][CH2:28]1.ON1C2C=CC=CC=2N=N1.CCN=C=NCCC[N+](C)(C)C.[I-]>ClC(Cl)C.CN(C)C=O>[OH:1][C:2]1[CH:7]=[CH:6][C:5]([C:8]2[CH:9]=[C:10]([C:15]3[CH:16]=[C:17]([O:21][CH2:22][C:23]([NH:36][CH2:35][CH2:34][CH2:33][N:30]4[CH2:31][CH2:32][O:27][CH2:28][CH2:29]4)=[O:24])[CH:18]=[CH:19][CH:20]=3)[NH:11][C:12](=[O:14])[N:13]=2)=[CH:4][C:3]=1[CH3:26] |f:3.4|. Procedure: ({3-[6-(4-hydroxy-3-methylphenyl)-2-oxo-2,3-dihydropyrimidin-4-yl]phenyl}-oxy)acetic acid (Compound 222, 17 mg, 48 umol) and 3-morpholinopropan-1-amine (5.8 mg, 40 umol) were dissolved in dichloroethane (1.25 mL) and N,N-dimethylformamide (0.79 mL). To this solution was added 1-hydroxybenzotriazole (6.8 mg, 50 umol) followed by 1-[3-(dimethylamino)propyl]-3-ethylcarbodiimide methiodide (17.8 mg, 60 umol). The reaction mixture was stirred at room temperature for 15 hours and was concentrated in v...